The task is: describe an organic reaction: reactants, conditions, products, and yield. This data is from the Open Reaction Database (ORD), a public repository of structured organic reaction records. Starting materials: FC1=C(C=CC(=C1)F)C(C)OC(NC=1C(=NOC1C1=CC=C(C=C1)Br)C)=O ([5-(4-bromo-phenyl)-3-methyl-isoxazol-4-yl]-carbamic acid 1-(2,4-difluoro-phenyl)-ethyl ester), C(C)OC(CC1=CC=C(C=C1)B1OC(C(O1)(C)C)(C)C)=O ([4-(4,4,5,5-tetramethyl-[1,3,2]dioxaborolan-2-yl)-phenyl]-acetic acid ethyl ester). Product: C(C)OC(CC1=CC=C(C=C1)C1=CC=C(C=C1)C1=C(C(=NO1)C)NC(=O)OC(C)C1=C(C=C(C=C1)F)F)=O ((4′-{4-[1-(2,4-Difluoro-phenyl)-ethoxycarbonylamino]-3-methyl-isoxazol-5-yl}-biphenyl-4-yl)-acetic acid ethyl ester). Reaction SMILES: [F:1][C:2]1[CH:7]=[C:6]([F:8])[CH:5]=[CH:4][C:3]=1[CH:9]([O:11][C:12](=[O:27])[NH:13][C:14]1[C:15]([CH3:26])=[N:16][O:17][C:18]=1[C:19]1[CH:24]=[CH:23][C:22](Br)=[CH:21][CH:20]=1)[CH3:10].[CH2:28]([O:30][C:31](=[O:48])[CH2:32][C:33]1[CH:38]=[CH:37][C:36](B2OC(C)(C)C(C)(C)O2)=[CH:35][CH:34]=1)[CH3:29]>>[CH2:28]([O:30][C:31](=[O:48])[CH2:32][C:33]1[CH:38]=[CH:37][C:36]([C:22]2[CH:23]=[CH:24][C:19]([C:18]3[O:17][N:16]=[C:15]([CH3:26])[C:14]=3[NH:13][C:12]([O:11][CH:9]([C:3]3[CH:4]=[CH:5][C:6]([F:8])=[CH:7][C:2]=3[F:1])[CH3:10])=[O:27])=[CH:20][CH:21]=2)=[CH:35][CH:34]=1)[CH3:29]. Reported procedure: Following the procedure described in Example 36, Step 6, [5-(4-bromo-phenyl)-3-methyl-isoxazol-4-yl]-carbamic acid 1-(2,4-difluoro-phenyl)-ethyl ester and [4-(4,4,5,5-tetramethyl-[1,3,2]dioxaborolan-2-yl)-phenyl]-acetic acid ethyl ester were reacted to provide (4′-{4-[1-(2,4-Difluoro-phenyl)-ethoxycarbonylamino]-3-methyl-isoxazol-5-yl}-biphenyl-4-yl)-acetic acid ethyl ester, which was hydrolyzed to the acid as described in Example 34, Step 2. Starting materials: C(C)(C)(C)OC(=O)N1C(CCC1)C(=O)OCC(=O)C=1C=CC2=C(COCC3=C2C=CC(=C3)Br)C1 (pyrrolidine-1,2-dicarboxylic acid 2-[2-(9-bromo-5,7-dihydro-dibenzo[c,e]oxepin-3-yl)-2-oxo-ethyl]ester 1-tert-butyl ester), C(CCC)[Sn](C=COCC)(CCCC)CCCC (tributyl(ethoxyvinyl)stannane), C1CC(=O)N(C1=O)Br (NBS), O (Water). The reagents and catalysts are Cl[Pd]([P](C1=CC=CC=C1)(C2=CC=CC=C2)C3=CC=CC=C3)([P](C4=CC=CC=C4)(C5=CC=CC=C5)C6=CC=CC=C6)Cl (PdCl2(PPh3)2). Solvent: O1CCOCC1 (dioxane). Conditions: temperature 80 celsius, time 40 minute. Product: C(C)(C)(C)OC(=O)N1C(CCC1)C(=O)OCC(=O)C=1C=CC2=C(COCC3=C2C=CC(=C3)C(CBr)=O)C1 (pyrrolidine-1,2-dicarboxylic acid 2-{2-[9-(2-bromo-acetyl)-5,7-dihydro-dibenzo[c,e]oxepin-3-yl]-2-oxo-ethyl}ester 1-tert-butyl ester). The yield is 90.3%. As a reaction SMILES: [C:1]([O:5][C:6]([N:8]1[CH2:12][CH2:11][CH2:10][CH:9]1[C:13]([O:15][CH2:16][C:17]([C:19]1[CH:20]=[CH:21][C:22]2[C:28]3[CH:29]=[CH:30][C:31](Br)=[CH:32][C:27]=3[CH2:26][O:25][CH2:24][C:23]=2[CH:34]=1)=[O:18])=[O:14])=[O:7])([CH3:4])([CH3:3])[CH3:2].C([Sn](CCCC)(CCCC)[CH:40]=[CH:41][O:42]CC)CCC.O.C1C(=O)N([Br:61])C(=O)C1>O1CCOCC1.Cl[Pd](Cl)([P](C1C=CC=CC=1)(C1C=CC=CC=1)C1C=CC=CC=1)[P](C1C=CC=CC=1)(C1C=CC=CC=1)C1C=CC=CC=1>[C:1]([O:5][C:6]([N:8]1[CH2:12][CH2:11][CH2:10][CH:9]1[C:13]([O:15][CH2:16][C:17]([C:19]1[CH:20]=[CH:21][C:22]2[C:28]3[CH:29]=[CH:30][C:31]([C:41](=[O:42])[CH2:40][Br:61])=[CH:32][C:27]=3[CH2:26][O:25][CH2:24][C:23]=2[CH:34]=1)=[O:18])=[O:14])=[O:7])([CH3:4])([CH3:2])[CH3:3] |^1:70,89|. Procedure details: To the solution of pyrrolidine-1,2-dicarboxylic acid 2-[2-(9-bromo-5,7-dihydro-dibenzo[c,e]oxepin-3-yl)-2-oxo-ethyl]ester 1-tert-butyl ester (160 mg, 0.30) and tributyl(ethoxyvinyl)stannane (112 μl, 0.33 mmol) in dioxane (2 ml) was added PdCl2(PPh3)2 (8 mg). The mixture was heated at 80° C. for 16 hours and was cooled to 0° C. Water (0.7 ml) was added, followed by slow addition of NBS (59, 0.33 mmol) over 5 minutes period. The mixture was stirred at 0° C. for additional 40 minutes, and the solve...